Dataset: the Open Reaction Database (ORD), a public repository of structured organic reaction records. Task: describe an organic reaction: reactants, conditions, products, and yield The reactants are FC(F)(F)c1cc(Br)ccc1Cl, C=CCN1C(=O)C(=O)c2ccccc21, Cc1ccccc1, CN(C1CCCCC1)C1CCCCC1, N#N. Product: O=C1C(=O)N(CC=Cc2ccc(Cl)c(C(F)(F)F)c2)c2ccccc21. As a reaction SMILES: [Br:15][c:16]1[cH:17][c:18]([C:23]([F:24])([F:25])[F:26])[c:19]([Cl:22])[cH:20][cH:21]1.[CH2:1]([CH:2]=[CH2:3])[N:4]1[C:5](=[O:14])[C:6](=[O:13])[c:7]2[cH:8][cH:9][cH:10][cH:11][c:12]21.[CH3:43][c:44]1[cH:45][cH:46][cH:47][cH:48][cH:49]1.[CH:27]1([N:28]([CH3:29])[CH:30]2[CH2:31][CH2:32][CH2:33][CH2:34][CH2:35]2)[CH2:36][CH2:37][CH2:38][CH2:39][CH2:40]1.[N:41]#[N:42]>>[CH2:1]([CH:2]=[CH:3][c:16]1[cH:17][c:18]([C:23]([F:24])([F:25])[F:26])[c:19]([Cl:22])[cH:20][cH:21]1)[N:4]1[C:5](=[O:14])[C:6](=[O:13])[c:7]2[cH:8][cH:9][cH:10][cH:11][c:12]21. The reactants are C(#N)C1=CC(=NC=C1)CN(C)C (4-cyano-2-(dimethylamino)methylpyridine), Cl (hydrochloric acid), [H][H] (hydrogen). The reagents and catalysts are [Pd] (palladium). Solvent: CO (methanol). Product: NCC1=CC(=NC=C1)CN(C)C (4-aminomethyl-2-(dimethylamino)methylpyridine). The yield is 59.9%. Reaction SMILES: [C:1]([C:3]1[CH:8]=[CH:7][N:6]=[C:5]([CH2:9][N:10]([CH3:12])[CH3:11])[CH:4]=1)#[N:2].Cl.[H][H]>CO.[Pd]>[NH2:2][CH2:1][C:3]1[CH:8]=[CH:7][N:6]=[C:5]([CH2:9][N:10]([CH3:12])[CH3:11])[CH:4]=1. Procedure: A mixture of 4-cyano-2-(dimethylamino)methylpyridine (800 mg, 4.97 mmol), palladium (80 mg, 10% Pd/C) and concentrated hydrochloric acid (3 mL) in methanol (30 mL) was shaken under 60 psi of hydrogen overnight. The reaction mixture was filtered through diatomaceous earth and the filter cake rinsed with water and methanol. The filtrate was concentrated under reduced pressure and the residue partitioned between water and methylene chloride. The aqueous layer was made alkaline with 1 N sodium hydro... The reactants are C(C1=CC=CC=C1)NCCCN1C=NC=2N(C(N(C)C(C12)=O)=O)C (7-(3-benzylaminopropyl)-theophylline), CC=1NC2=CC=CC(=C2C1)OCC1CO1 (2-methyl-4-(2,3-epoxypropoxy)-indole). Product: CC=1NC2=CC=CC(=C2C1)O (2-methyl-4-hydroxy indole). As a reaction SMILES: C(NCCCN1C2C(=O)N(C)C(=O)N(C)C=2N=C1)C1C=CC=CC=1.[CH3:25][C:26]1[NH:27][C:28]2[C:33]([CH:34]=1)=[C:32]([O:35]CC1OC1)[CH:31]=[CH:30][CH:29]=2>>[CH3:25][C:26]1[NH:27][C:28]2[C:33]([CH:34]=1)=[C:32]([OH:35])[CH:31]=[CH:30][CH:29]=2. Procedure details: 24.8 g of 7-(3-benzylaminopropyl)-theophylline are heated with stirring for 3 hours to 130° C. with crude 2-methyl-4-(2,3-epoxypropoxy)-indole obtained from 5.9 g of 2-methyl-4-hydroxy indole. Following the addition of chloroform and water, stirring is continued, the layers are separated, the chloroform phase is extracted by shaking twice with water, the chloroform extract is dried with sodium sulphate and the solvent is distilled off. The hydrochloride is precipitated from the alcoholic solutio... Reactants: N1C(=NC=C1)[C@H](CC1=CC=CC=C1)NC(OC(C)(C)C)=O ((S)-tert-Butyl 1-(1H-imidazol-2-yl)-2-phenylethylcarbamate), Cl (HCl). Run in C(Cl)Cl (DCM), dioxanes. Run at time 3 hour. The product is N1C(=NC=C1)[C@H](CC1=CC=CC=C1)N ((S)-1-(1H-imidazol-2-yl)-2-phenylethanamine). As a reaction SMILES: [NH:1]1[CH:5]=[CH:4][N:3]=[C:2]1[C@@H:6]([NH:14]C(=O)OC(C)(C)C)[CH2:7][C:8]1[CH:13]=[CH:12][CH:11]=[CH:10][CH:9]=1.Cl>C(Cl)Cl>[NH:1]1[CH:5]=[CH:4][N:3]=[C:2]1[C@@H:6]([NH2:14])[CH2:7][C:8]1[CH:9]=[CH:10][CH:11]=[CH:12][CH:13]=1. Procedure: (S)-tert-Butyl 1-(1H-imidazol-2-yl)-2-phenylethylcarbamate (355 mg, 1.18 mmol) was dissolved in DCM (5 mL) and treated with 4N HCl in dioxanes (12 mL). After 3 hr, solvents were removed in vacuo and the crude product was used directly in the next reaction. Starting materials: intermediate 27, C(C1=CC=CC=C1)OC1=C(N=C2C(OCCN2C1=O)(C)C)C(=O)O (3-(benzyloxy)-9,9-dimethyl-4-oxo-4,6,7,9-tetrahydropyrimido-[2,1-c][1,4]oxazine-2-carboxylic acid), NCC1=C(C=C(C=C1)F)N1C(CCC1)=O (1-(2-(aminomethyl)-5-fluorophenyl)pyrrolidin-2-one). The product is FC1=CC(=C(CNC(=O)C=2N=C3C(OCCN3C(C2OCC2=CC=CC=C2)=O)(C)C)C=C1)N1C(CCC1)=O (N-(4-Fluoro-2-(2-oxopyrrolidin-1-yl)benzyl)-3-(benzyloxy)-9,9-dimethyl-4-oxo-4,6,7,9-tetrahydropyrimido[2,1-c][1,4]oxazine-2-carboxamide). Reaction SMILES: [CH2:1]([O:8][C:9]1[C:18](=[O:19])[N:17]2[C:12]([C:13]([CH3:21])([CH3:20])[O:14][CH2:15][CH2:16]2)=[N:11][C:10]=1[C:22](O)=[O:23])[C:2]1[CH:7]=[CH:6][CH:5]=[CH:4][CH:3]=1.[NH2:25][CH2:26][C:27]1[CH:32]=[CH:31][C:30]([F:33])=[CH:29][C:28]=1[N:34]1[CH2:38][CH2:37][CH2:36][C:35]1=[O:39]>>[F:33][C:30]1[CH:31]=[CH:32][C:27]([CH2:26][NH:25][C:22]([C:10]2[N:11]=[C:12]3[N:17]([C:18](=[O:19])[C:9]=2[O:8][CH2:1][C:2]2[CH:3]=[CH:4][CH:5]=[CH:6][CH:7]=2)[CH2:16][CH2:15][O:14][C:13]3([CH3:21])[CH3:20])=[O:23])=[C:28]([N:34]2[CH2:38][CH2:37][CH2:36][C:35]2=[O:39])[CH:29]=1. Procedure: The title compound can be prepared from intermediate 27, 3-(benzyloxy)-9,9-dimethyl-4-oxo-4,6,7,9-tetrahydropyrimido-[2,1-c][1,4]oxazine-2-carboxylic acid and 1-(2-(aminomethyl)-5-fluorophenyl)pyrrolidin-2-one, derived from reduction of intermediate 111, 4-fluoro-2-(2-oxopyrrolidin-1-yl)benzonitrile. 1HNMR 400 MHz (MeOD) δ ppm: 7.44 (3H, m), 7.33 (3H, m), 7.11 (1H, dd, J=9.2, 3.0 Hz) 7.03 (1H, m), 5.21 (2H, s), 4.43 (2H, s), 4.08 (2H, t, J=5.0 Hz), 3.98 (2H, t, J=5.0 Hz), 3.85 (2H, t, J=7.1 Hz),... Procedure: A solution of 2,3-bis(4-methoxyphenyl)thiophene (4.4 g, 15 mmole) in 100 ml of toluene was dried by distilling off 75 ml of toluene. The solution was diluted with 150 ml of diethyl ether, cooled to 0°, and treated dropwise with 1.6M n-butyl lithium (13.5 ml, 1.4 equiv.). The reaction mixture was heated at reflux for 1.5 hours, cooled to 5°, treated with a solution of methyl iodide (2 ml, 2.1 equiv.) in 10 ml of diethyl ether, and then heated at reflux for an additional 2.5 hours. The cooled reac... Run in C(C)OCC (diethyl ether), C1(=CC=CC=C1)C (toluene). The product is CC1=CC(=C(S1)C1=CC=C(C=C1)OC)C1=CC=C(C=C1)OC (5-Methyl-2,3-bis(4-methoxyphenyl)thiophene). The yield is 64.0%. Starting materials: CI (methyl iodide), O (water), COC1=CC=C(C=C1)C=1SC=CC1C1=CC=C(C=C1)OC (2,3-bis(4-methoxyphenyl)thiophene), C(CCC)[Li] (n-butyl lithium). As a reaction SMILES: [CH3:1][O:2][C:3]1[CH:8]=[CH:7][C:6]([C:9]2[S:10][CH:11]=[CH:12][C:13]=2[C:14]2[CH:19]=[CH:18][C:17]([O:20][CH3:21])=[CH:16][CH:15]=2)=[CH:5][CH:4]=1.[CH2:22]([Li])CCC.CI.O>C1(C)C=CC=CC=1.C(OCC)C>[CH3:22][C:11]1[S:10][C:9]([C:6]2[CH:5]=[CH:4][C:3]([O:2][CH3:1])=[CH:8][CH:7]=2)=[C:13]([C:14]2[CH:19]=[CH:18][C:17]([O:20][CH3:21])=[CH:16][CH:15]=2)[CH:12]=1.